From a dataset of the Open Reaction Database (ORD), a public repository of structured organic reaction records. describe an organic reaction: reactants, conditions, products, and yield Starting materials: NC1=CC=C(C=C1)C1=NNC(CC2=C1C=C1C(=C2)OCO1)C (1-(4-aminophenyl)-4-methyl-7,8-methylenedioxy-3,4-dihydro-5H-2,3-benzodiazepine), C(Cl)(Cl)Cl (chloroform), C(C)(=O)OC(C)=O (acetic anhydride). Run in C(C)N(CC)CC (triethylamine). Conditions: time 2 hour. Product: NC1=CC=C(C=C1)C1=NN(C(CC2=C1C=C1C(=C2)OCO1)C)C(C)=O (1-(4-Aminophenyl)-3-acetyl-4-methyl-7,8-methylenedioxy-5H-2,3-benzodiazepine). Isolated yield 85.7%. As a reaction SMILES: [NH2:1][C:2]1[CH:7]=[CH:6][C:5]([C:8]2[C:14]3[CH:15]=[C:16]4[O:21][CH2:20][O:19][C:17]4=[CH:18][C:13]=3[CH2:12][CH:11]([CH3:22])[NH:10][N:9]=2)=[CH:4][CH:3]=1.C(Cl)(Cl)Cl.[C:27](OC(=O)C)(=[O:29])[CH3:28]>C(N(CC)CC)C>[NH2:1][C:2]1[CH:7]=[CH:6][C:5]([C:8]2[C:14]3[CH:15]=[C:16]4[O:21][CH2:20][O:19][C:17]4=[CH:18][C:13]=3[CH2:12][CH:11]([CH3:22])[N:10]([C:27](=[O:29])[CH3:28])[N:9]=2)=[CH:4][CH:3]=1. Reported procedure: To a solution of 3.58 g (12.1 mmol) of 1-(4-aminophenyl)-4-methyl-7,8-methylenedioxy-3,4-dihydro-5H-2,3-benzodiazepine in 100 ml of chloroform first 1.68 ml (12.1 mmol) of triethylamine, then under constant ice-cooling and stirring 1.15 ml (12.1 mmol) of acetic anhydride were added. Stirring was continued for additional 2 hours, then the solution was extracted with 3×100 ml of water, the organic layer was dried and evaporated under reduced pressure. The crystalline residue was recrystallized fro...